The task is: describe an organic reaction: reactants, conditions, products, and yield. This data is from the Open Reaction Database (ORD), a public repository of structured organic reaction records. Starting materials: [BH4-], CCO, CC(C)N1CCC(=O)CC1, [Na+]. Product: CC(C)N1CCC(O)CC1. RXN SMILES: [BH4-:11].[CH3:13][CH2:14][OH:15].[CH:1]([CH3:2])([CH3:3])[N:4]1[CH2:5][CH2:6][C:7](=[O:10])[CH2:8][CH2:9]1.[Na+:12]>>[CH:1]([CH3:2])([CH3:3])[N:4]1[CH2:5][CH2:6][CH:7]([OH:10])[CH2:8][CH2:9]1. The reactants are [H-], NC(=O)c1ccccc1, [Na+], O=[N+]([O-])c1ccc2c(c1)C1OC1C2, CN(C)C=O. Product: O=C(NC1c2cc([N+](=O)[O-])ccc2CC1O)c1ccccc1. RXN SMILES: [H-:11].[NH2:1][C:2](=[O:3])[c:4]1[cH:5][cH:6][cH:7][cH:8][cH:9]1.[Na+:10].[O:12]1[CH:13]2[CH:14]1[CH2:15][c:16]1[cH:17][cH:18][c:19]([N+:22](=[O:23])[O-:24])[cH:20][c:21]12.[O:25]=[CH:26][N:27]([CH3:28])[CH3:29]>>[NH:1]([C:2](=[O:3])[c:4]1[cH:5][cH:6][cH:7][cH:8][cH:9]1)[CH:13]1[CH:14]([OH:12])[CH2:15][c:16]2[cH:17][cH:18][c:19]([N+:22](=[O:23])[O-:24])[cH:20][c:21]21. Starting materials: S(=S)(=O)([O-])[O-].[Na+].[Na+] (sodium thiosulfate), BrCCC1=CC=C(C=C1)NCC(=O)OCC (ethyl N-[4-(2-bromoethyl)-phenyl]aminoacetate), Cl (hydrochloric acid), IN1C(CCC1=O)=O (N-iodosuccinimide). The solvent is O (water), C(C)#N (acetonitrile), C(C)O (Ethanol), O (water). Conditions: time 1 hour. Yields the product BrCCC1=CC(=C(C=C1)NCC(=O)OCC)I (ethyl N-[4-(2-bromoethyl) -2-iodophenyl]aminoacetate). Isolated yield 53.8%. As a reaction SMILES: [Br:1][CH2:2][CH2:3][C:4]1[CH:9]=[CH:8][C:7]([NH:10][CH2:11][C:12]([O:14][CH2:15][CH3:16])=[O:13])=[CH:6][CH:5]=1.Cl.[I:18]N1C(=O)CCC1=O.S([O-])([O-])(=O)=S.[Na+].[Na+]>C(#N)C.O.C(O)C>[Br:1][CH2:2][CH2:3][C:4]1[CH:9]=[CH:8][C:7]([NH:10][CH2:11][C:12]([O:14][CH2:15][CH3:16])=[O:13])=[C:6]([I:18])[CH:5]=1 |f:3.4.5|. Procedure details: To a stirred solution of ethyl N-[4-(2-bromoethyl)-phenyl]aminoacetate (580 mg) in acetonitrile (4.05 ml) were added concentrated hydrochloric acid (169 μl) and N-iodosuccinimide (912 mg) under ice-cooling, and the mixture was stirred for 1 hour. Ethanol (4.0 ml) was added to the reaction mixture, and the mixture was stirred for 45 minutes under ice-cooling. A solution of sodium thiosulfate (640 mg) in water (20 ml) was added to the reaction mixture, and the mixture was stirred for 1 hour under ... Reactants: CCOc1cccc(-c2ccc(CO)cc2C(C)(C)C)c1, ClCCl, O=S(Cl)Cl. Product: CCOc1cccc(-c2ccc(CCl)cc2C(C)(C)C)c1. Reaction SMILES: [CH3:1][C:2]([CH3:3])([CH3:4])[c:5]1[c:6](-[c:13]2[cH:14][c:15]([O:19][CH2:20][CH3:21])[cH:16][cH:17][cH:18]2)[cH:7][cH:8][c:9]([CH2:11][OH:12])[cH:10]1.[Cl:26][CH2:27][Cl:28].[S:22]([Cl:23])([Cl:24])=[O:25]>>[CH3:1][C:2]([CH3:3])([CH3:4])[c:5]1[c:6](-[c:13]2[cH:14][c:15]([O:19][CH2:20][CH3:21])[cH:16][cH:17][cH:18]2)[cH:7][cH:8][c:9]([CH2:11][Cl:24])[cH:10]1.